From a dataset of the Open Reaction Database (ORD), a public repository of structured organic reaction records. describe an organic reaction: reactants, conditions, products, and yield The reactants are CC(=O)Nc1ccc2c(c1)CC1CC(=O)NN=C21, CCO, NN, O. The product is Nc1ccc2c(c1)CC1CC(=O)NN=C21. RXN SMILES: [C:1](=[O:2])([CH3:3])[NH:4][c:5]1[cH:6][c:7]2[c:16]([cH:17][cH:18]1)[C:10]1=[N:11][NH:12][C:13](=[O:15])[CH2:14][CH:9]1[CH2:8]2.[CH3:19][CH2:20][OH:21].[NH2:23][NH2:24].[OH2:22]>>[NH2:4][c:5]1[cH:6][c:7]2[c:16]([cH:17][cH:18]1)[C:10]1=[N:11][NH:12][C:13](=[O:15])[CH2:14][CH:9]1[CH2:8]2. Starting materials: C(C)(=O)OCC[C@@](C(=O)O)([C@H](\C=C\CCCCCCC(CCCCCCC)=O)C(N[C@@H](CC1=CC=C(C=C1)OCC#CC)C(=O)OC)=O)O ((E)-(2S,3S)-2-(2-acetoxy-ethyl)-3-[(S)-2-(4-but-2-ynyloxy-phenyl)-1-methoxycarbonyl-ethylcarbamoyl]-2-hydroxy-12-oxo-nonadec-4-enoic acid), [Li+].[OH-] (LiOH). Run in CO (methanol). The product is C(C#CC)OC1=CC=C(C=C1)C[C@@H](C(=O)O)NC(=O)[C@H]([C@](C(=O)O)(CCO)O)\C=C\CCCCCCC(CCCCCCC)=O ((E)-(2S,3S)-3-[(S)-2-(4-But-2-ynyloxy-phenyl)-1-carboxy-ethylcarbamoyl]-2-hydroxy-2-(2-hydroxy-ethyl)-12-oxo-nonadec-4-enoic acid). The yield is 18.1%. Reaction SMILES: C([O:4][CH2:5][CH2:6][C@:7]([OH:49])([C@@H:11]([C:29](=[O:48])[NH:30][C@H:31]([C:44]([O:46]C)=[O:45])[CH2:32][C:33]1[CH:38]=[CH:37][C:36]([O:39][CH2:40][C:41]#[C:42][CH3:43])=[CH:35][CH:34]=1)/[CH:12]=[CH:13]/[CH2:14][CH2:15][CH2:16][CH2:17][CH2:18][CH2:19][C:20](=[O:28])[CH2:21][CH2:22][CH2:23][CH2:24][CH2:25][CH2:26][CH3:27])[C:8]([OH:10])=[O:9])(=O)C.[Li+].[OH-]>CO>[CH2:40]([O:39][C:36]1[CH:37]=[CH:38][C:33]([CH2:32][C@H:31]([NH:30][C:29]([C@@H:11](/[CH:12]=[CH:13]/[CH2:14][CH2:15][CH2:16][CH2:17][CH2:18][CH2:19][C:20](=[O:28])[CH2:21][CH2:22][CH2:23][CH2:24][CH2:25][CH2:26][CH3:27])[C@@:7]([OH:49])([CH2:6][CH2:5][OH:4])[C:8]([OH:10])=[O:9])=[O:48])[C:44]([OH:46])=[O:45])=[CH:34][CH:35]=1)[C:41]#[C:42][CH3:43] |f:1.2|. Procedure: No. 5214354, (E)-(2S,3S)-2-(2-acetoxy-ethyl)-3-[(S)-2-(4-but-2-ynyloxy-phenyl)-1-methoxycarbonyl-ethylcarbamoyl]-2-hydroxy-12-oxo-nonadec-4-enoic acid (120 mg, 0.175 mmol) was dissolved in methanol (10 mL), and an aqueous solution (1 mL) of 2 M LiOH was added, and the mixture was stirred at room temperature. After confirming the consumption of the starting materials by LCMS, methanol was distilled off under reduced pressure. To the residue was added 1 M hydrochloric acid, and the mixture was ext... Starting materials: C=CC(=O)OC, CO, NC1CCCC1. Yields the product COC(=O)CCNC1CCCC1. As a reaction SMILES: [C:7]([CH:8]=[CH2:9])(=[O:10])[O:11][CH3:12].[CH3:13][OH:14].[CH:1]1([NH2:6])[CH2:2][CH2:3][CH2:4][CH2:5]1>>[CH:1]1([NH:6][CH2:9][CH2:8][C:7](=[O:10])[O:11][CH3:12])[CH2:2][CH2:3][CH2:4][CH2:5]1.